From a dataset of the Open Reaction Database (ORD), a public repository of structured organic reaction records. describe an organic reaction: reactants, conditions, products, and yield The reactants are Cl.N[C@H]([C@@H](CNC1(CC1)C1=CC(=CC=C1)C(F)(F)F)O)CC1=CC(=CC(=C1)F)F ((2R,3S)-3-amino-4-(3,5-difluorophenyl)-1-({1-[3-(trifluoromethyl)phenyl]cyclopropyl}amino)butan-2-ol hydrochloride), O=C1N(CCC=2C(=CC=CC12)C(=O)O)C(CCC)CCC (1-oxo-2-(1-propylbutyl)-1,2,3,4-tetrahydroisoquinoline-5-carboxylic acid), OC1=CC=CC=2NN=NC21 (hydroxybenzotriazole), Cl.CN(CCCN=C=NCC)C (1-(3-dimethylaminopropyl)-3-ethylcarbodiimide hydrochloride), C(C)(C)N(C(C)C)CC (N,N-diisopropylethylamine). The solvent is ClCCl (dichloromethane), O (water). Conditions: time 24 hour. The product is FC=1C=C(C[C@@H]([C@@H](CNC2(CC2)C2=CC(=CC=C2)C(F)(F)F)O)NC(=O)C=2C=3CCN(C(C3C=CC2)=O)C(CCC)CCC)C=C(C1)F (N-[(1S,2R)-1-(3,5-difluorobenzyl)-2-hydroxy-3-({1-[3-(trifluoromethyl)penyl]cyclopropyl}amino)propyl]-1-oxo-2-(1-propylbutyl)-1,2,3,4-tetrahydroisoquinoline-5-carboxamide). Reaction SMILES: Cl.[NH2:2][C@@H:3]([CH2:21][C:22]1[CH:27]=[C:26]([F:28])[CH:25]=[C:24]([F:29])[CH:23]=1)[C@H:4]([OH:20])[CH2:5][NH:6][C:7]1([C:10]2[CH:15]=[CH:14][CH:13]=[C:12]([C:16]([F:19])([F:18])[F:17])[CH:11]=2)[CH2:9][CH2:8]1.[O:30]=[C:31]1[C:40]2[CH:39]=[CH:38][CH:37]=[C:36]([C:41](O)=[O:42])[C:35]=2[CH2:34][CH2:33][N:32]1[CH:44]([CH2:48][CH2:49][CH3:50])[CH2:45][CH2:46][CH3:47].OC1C2N=NNC=2C=CC=1.Cl.CN(C)CCCN=C=NCC.C(N(CC)C(C)C)(C)C>ClCCl.O>[F:29][C:24]1[CH:23]=[C:22]([CH:27]=[C:26]([F:28])[CH:25]=1)[CH2:21][C@H:3]([NH:2][C:41]([C:36]1[C:35]2[CH2:34][CH2:33][N:32]([CH:44]([CH2:48][CH2:49][CH3:50])[CH2:45][CH2:46][CH3:47])[C:31](=[O:30])[C:40]=2[CH:39]=[CH:38][CH:37]=1)=[O:42])[C@H:4]([OH:20])[CH2:5][NH:6][C:7]1([C:10]2[CH:15]=[CH:14][CH:13]=[C:12]([C:16]([F:17])([F:18])[F:19])[CH:11]=2)[CH2:9][CH2:8]1 |f:0.1,4.5|. Reported procedure: Poured into a suspension of 150 mg of (2R,3S)-3-amino-4-(3,5-difluorophenyl)-1-({1-[3-(trifluoromethyl)phenyl]cyclopropyl}amino)butan-2-ol hydrochloride (2:1), 101 mg of 1-oxo-2-(1-propylbutyl)-1,2,3,4-tetrahydroisoquinoline-5-carboxylic acid, 4 mg of hydroxybenzotriazole and 76 mg of 1-(3-dimethylaminopropyl)-3-ethylcarbodiimide hydrochloride in 6 cm3 of dichloromethane is 0.217 cm3 of N,N-diisopropylethylamine at a temperature close to 20° C. The solution is kept stirring for 24 h at a tempera...